From a dataset of the Open Reaction Database (ORD), a public repository of structured organic reaction records. describe an organic reaction: reactants, conditions, products, and yield Starting materials: N1=CN(C=2C=CC=CC12)C, O=C(OC(C)(C)C)N1CC(I)C1. The reagents and catalysts are O=S(=O)(O)O, OO, [Fe].O=S(=O)(O)O.O. Run in O, O=S(C)C. Conditions: temperature 25 celsius, time 2 hour. Yields the product O=C(OC(C)(C)C)N1CC(C2=NC=3C=CC=CC3N2C)C1. Yield: 17.0%. Reported procedure: H2O2  (30%  in  H2O;  0.31  mL,  3.0  mmol)  was  added  to  a  stirred  solution  of  1-methylbenzimidazole  1g  (100  mg,  1.0  mmol),  concentrated  H2SO4  (108  μL,  1.0  mmol),  1-Boc-3-(iodo)azetidine  (566  mg,  2.0  mmol)  and  iron(II)  sulfate heptahydrate (80 mg, 0.3 mmol) in DMSO (5 mL) at room temperature. The mixture was stirred at  room  temperature  for  120  min,  then  diluted  with  EtOAc  and  saturated  NaHCO3.  The  aqueous  and  organic  layers  were  partitioned  and  the...